The task is: describe an organic reaction: reactants, conditions, products, and yield. This data is from the Open Reaction Database (ORD), a public repository of structured organic reaction records. The product is O=C(CCCC(=O)O)CC (5-oxoheptanoic acid). Reactants: CC1C(CCCC1=O)=O (2-methyl-1,3-cyclohexanedione), Ba(OH)2.8H2O, O (water). Reaction conditions: temperature 0 celsius, time 8 hour. RXN SMILES: [CH3:1][CH:2]1[C:7](=[O:8])[CH2:6][CH2:5][CH2:4][C:3]1=[O:9].[OH2:10]>>[O:8]=[C:7]([CH2:2][CH3:1])[CH2:6][CH2:5][CH2:4][C:3]([OH:9])=[O:10]. Procedure: A modification of the procedure of Ijima et al. Chem. Pharm. Bull. 19, 1053-5 (1971) was used. A solution of 2-methyl-1,3-cyclohexanedione (40 g, 0.317 mole, Aldrich) and Ba(OH)2.8H2O (360 g) in water (840 mL) was heated at reflux for 48 h. After standing overnight at room temperature and cooling to 0° C., the precipitated barium hydroxide was removed by suction filtration. CO2 gas (generated from Dry Ice) was bubbled through the filtrate to precipitate any remaining barium hydroxide as barium c...